Dataset: the Open Reaction Database (ORD), a public repository of structured organic reaction records. Task: describe an organic reaction: reactants, conditions, products, and yield Starting materials: CC1S[C@H]2N(C(=C1)C(=O)O)C(C2NC(C(=O)C=2N=C(SC2)NC=O)=O)=O (2-methyl-7-[2-(2-formylaminothiazol-4-yl)glyoxylamido]-3-cephem-4-carboxylic acid), C([O-])(O)=O.[Na+] (sodium bicarbonate), CC1S[C@H]2N(C(=C1)C(=O)O)C(C2NC(C(=O)C=2NC(SC2)=NC=O)=O)=O (2-methyl-7-[2-(2-formylimino-2,3-dihydrothiazol-4-yl)glyoxylamido]-3-cephem-4-carboxylic acid), C([O-])(O)=O.[Na+] (sodium bicarbonate), O.O.O.C(C)(=O)[O-].[Na+] (sodium acetate trihydrate), Cl.CON (O-methylhydroxylamine hydrochloride). Run in C(C)(=O)OCC (ethyl acetate), O (water). Product: CC1S[C@H]2N(C(=C1)C(=O)O)C(C2NC(C(C=2N=C(SC2)NC=O)=NOC)=O)=O (2-methyl-7-[2-methoxyimino-2-(2-formylaminothiazol-4-yl)acetamido]-3-cephem-4-carboxylic acid). As a reaction SMILES: [CH3:1][CH:2]1[CH:7]=[C:6]([C:8]([OH:10])=[O:9])[N:5]2[C:11](=[O:26])[CH:12]([NH:13][C:14](=[O:25])[C:15]([C:17]3[N:18]=[C:19]([NH:22][CH:23]=[O:24])[S:20][CH:21]=3)=O)[C@H:4]2[S:3]1.C(=O)(O)[O-].[Na+].O.O.O.C([O-])(=O)C.[Na+].Cl.[CH3:41][O:42][NH2:43]>O.C(OCC)(=O)C>[CH3:1][CH:2]1[CH:7]=[C:6]([C:8]([OH:10])=[O:9])[N:5]2[C:11](=[O:26])[CH:12]([NH:13][C:14](=[O:25])[C:15](=[N:43][O:42][CH3:41])[C:17]3[N:18]=[C:19]([NH:22][CH:23]=[O:24])[S:20][CH:21]=3)[C@H:4]2[S:3]1 |f:1.2,3.4.5.6.7,8.9|. Procedure: To a suspension of 2-methyl-7-[2-(2-formylaminothiazol-4-yl)glyoxylamido]-3-cephem-4-carboxylic acid, which can be represented as 2-methyl-7-[2-(2-formylimino-2,3-dihydrothiazol-4-yl)glyoxylamido]-3-cephem-4-carboxylic acid, (792 mg.) in water (20 ml.) was added sodium bicarbonate (168 mg.) with stirring. To thus obtained solution were added sodium acetate trihydrate (272.2 mg.) and O-methylhydroxylamine hydrochloride (334 mg.), and the mixture was stirred for 2 hours at 48° to 50° C. After cool... The reactants are LiEt3BH, C(=O)([O-])[O-].[K+].[K+] (K2CO3), [Si](C1=CC=CC=C1)(C1=CC=CC=C1)(C(C)(C)C)OC[C@H]1CC(C(N1C(=O)OC(C)(C)C)=O)C[Sn](C)(C)C ((5R)-tert-butyl 5-(((tert-butyldiphenylsilyl)oxy)methyl)-2-oxo-3-((trimethylstannyl)methyl)pyrrolidine-1-carboxylate), C(=O)(C(F)(F)F)O (TFA). The solvent is C(Cl)Cl (DCM), C1CCOC1 (THF), C1CCOC1 (THF). Reaction conditions: temperature 0 celsius, time 2 hour. Yields the product [Si](C1=CC=CC=C1)(C1=CC=CC=C1)(C(C)(C)C)OCC1N(C2CC2C1)C(=O)OC(C)(C)C (tert-butyl 3-(((tert-butyldiphenylsilyl)oxy)methyl)-2-azabicyclo[3.1.0]hexane-2-carboxylate). Isolated yield 67.8%. RXN SMILES: [Si:1]([O:18][CH2:19][C@@H:20]1[N:24]([C:25]([O:27][C:28]([CH3:31])([CH3:30])[CH3:29])=[O:26])[C:23](=O)[CH:22]([CH2:33][Sn](C)(C)C)[CH2:21]1)([C:14]([CH3:17])([CH3:16])[CH3:15])([C:8]1[CH:13]=[CH:12][CH:11]=[CH:10][CH:9]=1)[C:2]1[CH:7]=[CH:6][CH:5]=[CH:4][CH:3]=1.C(O)(C(F)(F)F)=O.C([O-])([O-])=O.[K+].[K+]>C1COCC1.C(Cl)Cl>[Si:1]([O:18][CH2:19][CH:20]1[CH2:21][CH:22]2[CH:23]([CH2:33]2)[N:24]1[C:25]([O:27][C:28]([CH3:30])([CH3:29])[CH3:31])=[O:26])([C:14]([CH3:15])([CH3:17])[CH3:16])([C:2]1[CH:7]=[CH:6][CH:5]=[CH:4][CH:3]=1)[C:8]1[CH:13]=[CH:12][CH:11]=[CH:10][CH:9]=1 |f:2.3.4|. Procedure details: To a solution of (5R)-tert-butyl 5-(((tert-butyldiphenylsilyl)oxy)methyl)-2-oxo-3-((trimethylstannyl)methyl)pyrrolidine-1-carboxylate (D30) (3.1 g, 6.86 mmol) in THF (200 ml) cooled at −78° C., LiEt3BH 1M sol in THF (17.2 ml) was added dropwise. The reaction was left at −78° C. for 2 hrs then water (50 ml) and the reaction extracted with Et2O (3×100 ml). The organic phases were combined, dried over Na2SO4 and evaporated in vacuo to afford a residue which was dissolved in DCM (120 ml) and cooled ... Reactants: C(C)(=O)OCC (ethyl acetate), OC1CCNCC1 (4-hydroxypiperidine), C(C)(C)N(CC)C(C)C (diisopropylethylamine), ClC1=NN=C(C2=CC(=CC=C12)C#N)NCC1=CC(=C(C=C1)OC)Cl (1-chloro-4-(3-chloro-4-methoxybenzyl)amino-6-cyanophthalazine). Solvent: CN1C(CCC1)=O (1-methyl-2-pyrrolidone). Run at temperature 170 celsius. Product: OC1CCN(CC1)C1=NN=C(C2=CC(=CC=C12)C#N)NCC1=CC(=C(C=C1)OC)Cl (1-(4-hydroxypiperidino)-4-(3-chloro-4-methoxybenzyl)amino-6-cyanophthalazine). The yield is 85.6%. Reaction SMILES: Cl[C:2]1[C:11]2[C:6](=[CH:7][C:8]([C:12]#[N:13])=[CH:9][CH:10]=2)[C:5]([NH:14][CH2:15][C:16]2[CH:21]=[CH:20][C:19]([O:22][CH3:23])=[C:18]([Cl:24])[CH:17]=2)=[N:4][N:3]=1.[OH:25][CH:26]1[CH2:31][CH2:30][NH:29][CH2:28][CH2:27]1.C(N(C(C)C)CC)(C)C.C(OCC)(=O)C>CN1CCCC1=O>[OH:25][CH:26]1[CH2:31][CH2:30][N:29]([C:2]2[C:11]3[C:6](=[CH:7][C:8]([C:12]#[N:13])=[CH:9][CH:10]=3)[C:5]([NH:14][CH2:15][C:16]3[CH:21]=[CH:20][C:19]([O:22][CH3:23])=[C:18]([Cl:24])[CH:17]=3)=[N:4][N:3]=2)[CH2:28][CH2:27]1. Reported procedure: 10.0 g of 1-chloro-4-(3-chloro-4-methoxybenzyl)amino-6-cyanophthalazine was dissolved in 50 ml 1-methyl-2-pyrrolidone, then 43.32 g of 4-hydroxypiperidine and 10 ml diisopropylethylamine were added thereto, and the mixture was heated at 170° C. for 8 hr. After cooling, ethyl acetate was added thereto, and the mixture was washed 3 times with water and once with brine. After drying over anhydrous magnesium sulfate, the solvent was evaporated. The resulting residue was purified by silica gel column... The reactants are C(C1=CC=CC=C1)O (Benzyl alcohol), Cl (HCl), S(=O)(Cl)Cl (Sulfurous dichloride), ClC1=NC=C(C(=O)O)C=C1 (6-chloronicotinic acid). The solvent is C1(=CC=CC=C1)C (toluene), N1=CC=CC=C1 (pyridine), C1(=CC=CC=C1)C (toluene). Conditions: temperature 110 celsius, time 2 hour. Product: ClC1=NC=C(C(=O)OCC2=CC=CC=C2)C=C1 (benzyl 6-chloronicotinate). As a reaction SMILES: S(Cl)(Cl)=O.[Cl:5][C:6]1[CH:14]=[CH:13][C:9]([C:10]([OH:12])=[O:11])=[CH:8][N:7]=1.[CH2:15](O)[C:16]1[CH:21]=[CH:20][CH:19]=[CH:18][CH:17]=1.Cl>C1(C)C=CC=CC=1.N1C=CC=CC=1>[Cl:5][C:6]1[CH:14]=[CH:13][C:9]([C:10]([O:12][CH2:15][C:16]2[CH:21]=[CH:20][CH:19]=[CH:18][CH:17]=2)=[O:11])=[CH:8][N:7]=1. Procedure: Sulfurous dichloride (6.8 g, 57 mmol) was added to a solution of 6-chloronicotinic acid (4.5 g, 28.5 mmol) in toluene (40 mL) at 0° C. The mixture was stirred at 110° C. for 2 hours. After cooling to room temperature, the mixture was concentrated under reduced pressure. Benzyl alcohol (4.65 g, 43.1 mmol), pyridine (6.9 mL) and toluene (50 mL) were added to the residue. The mixture was stirred at 25° C. for 3 hours. HCl (20 mL, 4 N) was added and the mixture was extracted with toluene. The toluen... Reactants: Cc1ccc(-c2cc(Cl)c3cc(F)ccc3n2)cc1, NC(=O)C1CCNCC1, c1ccncc1. Product: Cc1ccc(-c2cc(N3CCC(C(N)=O)CC3)c3cc(F)ccc3n2)cc1. RXN SMILES: [Cl:1][c:2]1[cH:3][c:4](-[c:13]2[cH:14][cH:15][c:16]([CH3:19])[cH:17][cH:18]2)[n:5][c:6]2[cH:7][cH:8][c:9]([F:12])[cH:10][c:11]12.[NH:20]1[CH2:21][CH2:22][CH:23]([C:24](=[O:25])[NH2:26])[CH2:27][CH2:28]1.[cH:29]1[cH:30][cH:31][n:32][cH:33][cH:34]1>>[c:2]1([N:20]2[CH2:21][CH2:22][CH:23]([C:24](=[O:25])[NH2:26])[CH2:27][CH2:28]2)[cH:3][c:4](-[c:13]2[cH:14][cH:15][c:16]([CH3:19])[cH:17][cH:18]2)[n:5][c:6]2[cH:7][cH:8][c:9]([F:12])[cH:10][c:11]12. The reactants are N[C@@H]([C@H](O)C)C(=O)O (threonine), amino acids, CC(C)N=C=NC(C)C (DIPCDI), C=1C=CC2=C(C1)N=NN2O (HOBt), C(C)(C)(C)OC(C)(C)C (t-butyl ether), COC1=CC(=C(C=C1)COC(=O)[C@H](CC(=O)O)NC(=O)OCC2C3=CC=CC=C3C4=CC=CC=C24)OC (Fmoc-Asp-ODmb), CC(C)N=C=NC(C)C (DIPCDI), N[C@@H](CCCNC(N)=N)C(=O)O (arginine), amino acids, amino acids, N[C@@H](CCCCN)C(=O)O (lysine). The reagents and catalysts are CN(C)C=1C=CN=CC1 (DMAP). The solvent is CN(C)C=O (DMF), CN(C)C=O.C(Cl)Cl (DMF CH2Cl2). Run at time 20 minute. Yields the product C(=O)(OCC1C2=CC=CC=C2C2=CC=CC=C12)N[C@@H](CC(=O)O)C(=O)O (Fmoc-aspartic acid), white powder. As a reaction SMILES: N[C@H](C(O)=O)[C@@H](C)O.C(OC(C)(C)C)(C)(C)C.N[C@H](C(O)=O)CCCCN.N[C@H](C(O)=O)CCCNC(=N)N.COC1C=CC(C[O:49][C:50]([C@@H:52]([NH:57][C:58]([O:60][CH2:61][CH:62]2[C:74]3[C:69](=[CH:70][CH:71]=[CH:72][CH:73]=3)[C:68]3[C:63]2=[CH:64][CH:65]=[CH:66][CH:67]=3)=[O:59])[CH2:53][C:54]([OH:56])=[O:55])=[O:51])=C(OC)C=1.CC(N=C=NC(C)C)C.C1C=CC2N(O)N=NC=2C=1>CN(C1C=CN=CC=1)C.CN(C=O)C.CN(C=O)C.C(Cl)Cl>[C:58]([NH:57][C@H:52]([C:50]([OH:51])=[O:49])[CH2:53][C:54]([OH:56])=[O:55])([O:60][CH2:61][CH:62]1[C:74]2[C:69](=[CH:70][CH:71]=[CH:72][CH:73]=2)[C:68]2[C:63]1=[CH:64][CH:65]=[CH:66][CH:67]=2)=[O:59] |f:9.10|. Procedure: The amino acids used in this synthesis were protected on the α-amino group with the Fmoc group. The side chains of the amino acids were protected with the following groups: threonine, t-butyl ether; lysine, Boc; and arginine, Mtr. The symmetric anhydride of the α-2,4-dimethoxybenzyl ester of Fmoc-aspartic acid (Fmoc-Asp-ODmb, McMurray, 1991) was prepared by dissolving 0.44 gm (0.87 mmole) of Fmoc-Asp-ODmb in 10 mL of CH2C12, adding 68 μL (0.44 mmole) of DIPCDI, stirring for 20 minutes, and evapo... Reactants: BrCc1ccccc1, CCOC(=O)C(CC(C)C)c1cc(-c2ccc(C(F)(F)F)cc2)cc(C2CCCC(C(F)(F)F)N2)c1, CCCC[N+](CCCC)(CCCC)CCCC, CC#N, CCOC(C)=O, CCN(C(C)C)C(C)C, [I-]. The product is CCOC(=O)C(CC(C)C)c1cc(-c2ccc(C(F)(F)F)cc2)cc(C2CCCC(C(F)(F)F)N2Cc2ccccc2)c1. RXN SMILES: [Br:37][CH2:38][c:39]1[cH:40][cH:41][cH:42][cH:43][cH:44]1.[CH2:1]([CH3:2])[O:3][C:4]([CH:5]([CH2:6][CH:7]([CH3:8])[CH3:9])[c:10]1[cH:11][c:12](-[c:26]2[cH:27][cH:28][c:29]([C:32]([F:33])([F:34])[F:35])[cH:30][cH:31]2)[cH:13][c:14]([CH:16]2[NH:17][CH:18]([C:22]([F:23])([F:24])[F:25])[CH2:19][CH2:20][CH2:21]2)[cH:15]1)=[O:36].[CH2:55]([N+:56]([CH2:57][CH2:58][CH2:59][CH3:60])([CH2:61][CH2:62][CH2:63][CH3:64])[CH2:65][CH2:66][CH2:67][CH3:68])[CH2:69][CH2:70][CH3:71].[CH3:72][C:73]#[N:74].[CH3:75][CH2:76][O:77][C:78]([CH3:79])=[O:80].[CH:45]([N:46]([CH2:47][CH3:48])[CH:49]([CH3:50])[CH3:51])([CH3:52])[CH3:53].[I-:54]>>[CH2:1]([CH3:2])[O:3][C:4]([CH:5]([CH2:6][CH:7]([CH3:8])[CH3:9])[c:10]1[cH:11][c:12](-[c:26]2[cH:27][cH:28][c:29]([C:32]([F:33])([F:34])[F:35])[cH:30][cH:31]2)[cH:13][c:14]([CH:16]2[N:17]([CH2:38][c:39]3[cH:40][cH:41][cH:42][cH:43][cH:44]3)[CH:18]([C:22]([F:23])([F:24])[F:25])[CH2:19][CH2:20][CH2:21]2)[cH:15]1)=[O:36]. The reactants are NC1=NNC2=NC(=C(C=C21)C#N)C2=CC=C(C=C2)O (3-amino-6-(4-hydroxyphenyl)-1H-pyrazolo[3,4-b]pyridine-5-carbonitrile), N1=CC=CC=C1 (pyridine), [OH-].[Na+] (sodium hydroxide), C(C)(=O)Cl (acetyl chloride). Run in O1CCCC1 (tetrahydrofuran). The product is C(#N)C=1C=C2C(=NC1C1=CC=C(C=C1)O)NN=C2NC(C)=O (N-(5-cyano-6-(4-hydroxyphenyl)-1H-pyrazolo[3,4-b]pyridine-3-yl)acetamide). Isolated yield 36.2%. As a reaction SMILES: [NH2:1][C:2]1[C:10]2[C:5](=[N:6][C:7]([C:13]3[CH:18]=[CH:17][C:16]([OH:19])=[CH:15][CH:14]=3)=[C:8]([C:11]#[N:12])[CH:9]=2)[NH:4][N:3]=1.N1C=CC=CC=1.[C:26](Cl)(=[O:28])[CH3:27].[OH-].[Na+]>O1CCCC1>[C:11]([C:8]1[CH:9]=[C:10]2[C:2]([NH:1][C:26](=[O:28])[CH3:27])=[N:3][NH:4][C:5]2=[N:6][C:7]=1[C:13]1[CH:18]=[CH:17][C:16]([OH:19])=[CH:15][CH:14]=1)#[N:12] |f:3.4|. Procedure: To a mixture of 165 mg (0.66 mmol) of 3-amino-6-(4-hydroxyphenyl)-1H-pyrazolo[3,4-b]pyridine-5-carbonitrile obtained following general procedure D1 and of 180 μL (2.16 mmol) of pyridine diluted in 1.6 ml of anhydrous tetrahydrofuran, are added dropwise at 0° C. 168 mg (2.16 mmol) of acetyl chloride. The solution is stirred under reflux for 4 h, then 655 μL (5M, 3.28 mmol) of sodium hydroxide solution are added, and the mixture is stirred for 1 h30 at 40° C. The tetrahydrofuran is concentrated an... Starting materials: N#CBr (cyanogen bromide), C(=O)([O-])[O-].[Na+].[Na+] (Na2CO3), O1[C@H](CCC1)NC ((R)-(tetrahydro-furan-2-yl)-methylamine). Solvent: CCOCC (ether). Reaction conditions: time 1.5 hour. The product is O1[C@H](CCC1)CNC#N ((R)-tetrahydrofuran-2-ylmethyl-cyanamide). The yield is 178.8%. RXN SMILES: [N:1]#[C:2]Br.[C:4]([O-:7])([O-])=O.[Na+].[Na+].O1[CH2:14][CH2:13][CH2:12][C@@H:11]1[NH:15]C>CCOCC>[O:7]1[CH2:4][CH2:14][CH2:13][C@@H:12]1[CH2:11][NH:15][C:2]#[N:1] |f:1.2.3|. Procedure details: To a stirred mixture of cyanogen bromide (2.2 g, 20.8 mmol) and anhydrous Na2CO3 (4.2 g, 39.6 mmol) in dry ether (30 mL) at about −20 to about −10° C. was added (R)-(tetrahydro-furan-2-yl)-methylamine (Aldrich) (2.0 g, 9.8 mmol) over 10 minutes. Stirring was continued for an additional 1.5 hours at about −20 to about −10° C. Then the mixture was filtered and concentrated to provide 2.21 g of the title product. MS (DCI/NH3) m/z 127 (M+H)+.